This data is from the Open Reaction Database (ORD), a public repository of structured organic reaction records. The task is: describe an organic reaction: reactants, conditions, products, and yield The reactants are C(C)(=O)OC=1C=C(C=C2N3CC4N(C4C(C(C12)COC(N)=O)(O3)OC(C)=O)C(C)=O)C=O (11-acetyl-8-carbamoyloxymethyl-4-formyl-14-oxa-1,11-diazatetracyclo[7.4.1.02,7.010,12 ]tetradeca-2,4,6-trien-6,9-diyl diacetate), Cl.NO (hydroxylamine hydrochloride), C([O-])(O)=O.[Na+] (sodium bicarbonate). The solvent is CO (methanol). Run at time 2 hour. Product: C(C)(=O)OC=1C=C(C=C2N3CC4N(C4C(C(C12)COC(N)=O)(O3)OC(C)=O)C(C)=O)C=NO (11-acetyl-8-carbamoyloxymethyl-4-hydroxyiminomethyl-14-oxa-1,11-diazatetracyclo[7.4.1.02,7.010,12 ]tetradeca-2,4,6-trien-6,9-diyl diacetate). Isolated yield 31.4%. As a reaction SMILES: [C:1]([O:4][C:5]1[CH:6]=[C:7]([CH:31]=O)[CH:8]=[C:9]2[C:17]=1[CH:16]([CH2:18][O:19][C:20](=[O:22])[NH2:21])[C:15]1([O:24][C:25](=[O:27])[CH3:26])[O:23][N:10]2[CH2:11][CH:12]2[CH:14]1[N:13]2[C:28](=[O:30])[CH3:29])(=[O:3])[CH3:2].Cl.[NH2:34][OH:35].C(=O)(O)[O-].[Na+]>CO>[C:1]([O:4][C:5]1[CH:6]=[C:7]([CH:31]=[N:34][OH:35])[CH:8]=[C:9]2[C:17]=1[CH:16]([CH2:18][O:19][C:20](=[O:22])[NH2:21])[C:15]1([O:24][C:25](=[O:27])[CH3:26])[O:23][N:10]2[CH2:11][CH:12]2[CH:14]1[N:13]2[C:28](=[O:30])[CH3:29])(=[O:3])[CH3:2] |f:1.2,3.4|. Procedure: To a solution of 11-acetyl-8-carbamoyloxymethyl-4-formyl-14-oxa-1,11-diazatetracyclo[7.4.1.02,7.010,12 ]tetradeca-2,4,6-trien-6,9-diyl diacetate (40 mg) in methanol (2 ml) were added hydroxylamine hydrochloride (10 mg) and sodium bicarbonate (8 mg). The mixture was stirred for 2 hours at ambient temperature and evaporated in vacuo. The residue was subjected to preparative thin layer chromatography, which was developed with a mixture of chloroform and methanol (10:1, v/v) to afford 11-acetyl-8-ca... Reactants: CI, [H-], [Na+], CN(C)C=O, O, COC(=O)c1ccc2c(-c3ccccc3)c[nH]c2c1. Product: COC(=O)c1ccc2c(-c3ccccc3)cn(C)c2c1. Reaction SMILES: [CH3:22][I:23].[H-:2].[Na+:1].[O:25]=[CH:26][N:27]([CH3:28])[CH3:29].[OH2:24].[c:3]1(-[c:9]2[cH:10][nH:11][c:12]3[cH:13][c:14]([C:18](=[O:19])[O:20][CH3:21])[cH:15][cH:16][c:17]23)[cH:4][cH:5][cH:6][cH:7][cH:8]1>>[c:3]1(-[c:9]2[cH:10][n:11]([CH3:22])[c:12]3[cH:13][c:14]([C:18](=[O:19])[O:20][CH3:21])[cH:15][cH:16][c:17]23)[cH:4][cH:5][cH:6][cH:7][cH:8]1. Reactants: BrC1=CC=CC=2C(=CC3=C(OC21)C=CC=C3)C(=O)O (6-bromo-dibenz[b,f]oxepine-10-carboxylic acid). The solvent is CCCCCC.C(C)(=O)OCC (hexane ethyl acetate). Product: BrC1=CC=CC=2C(=CC3=C(OC21)C=CC=C3)CO ((6-Bromo-dibenz[b,f]oxepin-10-yl)methanol). The yield is 99.0%. Reaction SMILES: [Br:1][C:2]1[C:12]2[O:11][C:10]3[CH:13]=[CH:14][CH:15]=[CH:16][C:9]=3[CH:8]=[C:7]([C:17](O)=[O:18])[C:6]=2[CH:5]=[CH:4][CH:3]=1>CCCCCC.C(OCC)(=O)C>[Br:1][C:2]1[C:12]2[O:11][C:10]3[CH:13]=[CH:14][CH:15]=[CH:16][C:9]=3[CH:8]=[C:7]([CH2:17][OH:18])[C:6]=2[CH:5]=[CH:4][CH:3]=1 |f:1.2|. Procedure: Preparation analogous to Example 12f) from 6-bromo-dibenz[b,f]oxepine-10-carboxylic acid. Yield: 99% crude, brown oil; TLC (silica gel; hexane/ethyl acetate=7:3; UV): Rf =0.07; 1H-NMR (CDCl3, 200 MHz): 3.54 (s, 2H); 6.70-7.49 (m, 8H).